From a dataset of the Open Reaction Database (ORD), a public repository of structured organic reaction records. describe an organic reaction: reactants, conditions, products, and yield The reactants are BrCCOC1=CC=C2C(=CC=NC2=C1)OC1=CC2=C(C(=C(O2)C)C(=O)OC)C=C1 (methyl 6-{[7-(2-bromoethoxy)quinolin-4-yl]oxy}-2-methyl-1-benzofuran-3-carboxylate), N1CCCC1 (pyrrolidine). Run in CN(C)C=O (DMF). Product: CC=1OC2=C(C1C(=O)O)C=CC(=C2)OC2=CC=NC1=CC(=CC=C21)OCCN2CCCC2 (2-methyl-6-{[7-(2-pyrrolidin-1-ylethoxy)quinolin-4-yl]oxy}-1-benzofuran-3-carboxylic acid). Yield: 14.1%. Reaction SMILES: Br[CH2:2][CH2:3][O:4][C:5]1[CH:14]=[C:13]2[C:8]([C:9]([O:15][C:16]3[CH:29]=[CH:28][C:19]4[C:20]([C:24]([O:26]C)=[O:25])=[C:21]([CH3:23])[O:22][C:18]=4[CH:17]=3)=[CH:10][CH:11]=[N:12]2)=[CH:7][CH:6]=1.[NH:30]1[CH2:34][CH2:33][CH2:32][CH2:31]1>CN(C=O)C>[CH3:23][C:21]1[O:22][C:18]2[CH:17]=[C:16]([O:15][C:9]3[C:8]4[C:13](=[CH:14][C:5]([O:4][CH2:3][CH2:2][N:30]5[CH2:34][CH2:33][CH2:32][CH2:31]5)=[CH:6][CH:7]=4)[N:12]=[CH:11][CH:10]=3)[CH:29]=[CH:28][C:19]=2[C:20]=1[C:24]([OH:26])=[O:25]. Reported procedure: To a solution of methyl 6-[(7-hydroxyquinolin-4-yl)oxy]-2-methyl-1-benzofuran-3-carboxylate 121-D (2.4 g, 7.2 mmol) in DMF (20 ml) was added K2CO3 (5 g, 35.8 mmol) a dibromoethane (2.7 g, 14.3 mmol). The reaction mixture was stirred at room temperature overnight. Column chromatography gave methyl 6-{[7-(2-bromoethoxy)quinolin-4-yl]oxy}-2-methyl-1-benzofuran-3-carboxylate 121-E (1.5 g). A solution of compound 121-E (750 mg) and pyrrolidine (351 mg) in DMF (3 ml) was heated to 60° C. for 45 min. T...